This data is from the Open Reaction Database (ORD), a public repository of structured organic reaction records. The task is: describe an organic reaction: reactants, conditions, products, and yield Starting materials: ClC1=CC=C2C=3C=CN=CC3N(C2=C1O)Cl (7,9-dichloro-8-hydroxy-β-carboline), C(=O)([O-])[O-].[K+].[K+] (K2CO3), C(C)I (ethyl iodide). The solvent is CC(=O)C (acetone). Run at time 3 day. The product is ClC1=CC=C2C=3C=CN=CC3N(C2=C1OCC)Cl (7,9-dichloro-8-ethoxy-β-carboline). The yield is 20.3%. Reaction SMILES: [Cl:1][C:2]1[C:14]([OH:15])=[C:13]2[C:5]([C:6]3[CH:7]=[CH:8][N:9]=[CH:10][C:11]=3[N:12]2[Cl:16])=[CH:4][CH:3]=1.C([O-])([O-])=O.[K+].[K+].[CH2:23](I)[CH3:24]>CC(C)=O>[Cl:1][C:2]1[C:14]([O:15][CH2:23][CH3:24])=[C:13]2[C:5]([C:6]3[CH:7]=[CH:8][N:9]=[CH:10][C:11]=3[N:12]2[Cl:16])=[CH:4][CH:3]=1 |f:1.2.3|. Reported procedure: A mixture of the product of example 38 (35 mg, 0.14 mmol), K2CO3 (100 mg), and ethyl iodide (0.014 ml, 0.17 mmol) in acetone (5 ml) was stirred in a closed reaction tube at RT for 3 days. After concentrating the reaction, the residue was partitioned in ethyl acetate and water. The organic layer was dried (MgSO4) and concentrated to give crude product. The crude product was chromatographed (5% methanol in chloroform) on silica gel to give 8 mg of 7,9-dichloro-8-ethoxy-β-carboline.